This data is from the Open Reaction Database (ORD), a public repository of structured organic reaction records. The task is: describe an organic reaction: reactants, conditions, products, and yield Reactants: COc1ccc(COC(=O)C2CC(OC(=O)c3ccccc3)CN2C(=O)OCc2ccc([N+](=O)[O-])cc2)cc1, COc1ccccc1, O=C(O)C(F)(F)F. Yields the product O=C(OC1CC(C(=O)O)N(C(=O)OCc2ccc([N+](=O)[O-])cc2)C1)c1ccccc1. Reaction SMILES: [CH3:1][O:2][c:3]1[cH:4][cH:5][c:6]([CH2:7][O:8][C:9]([CH:10]2[N:11]([C:24](=[O:25])[O:26][CH2:27][c:28]3[cH:29][cH:30][c:31]([N+:34](=[O:35])[O-:36])[cH:32][cH:33]3)[CH2:12][CH:13]([O:15][C:16]([c:17]3[cH:18][cH:19][cH:20][cH:21][cH:22]3)=[O:23])[CH2:14]2)=[O:37])[cH:38][cH:39]1.[CH3:40][O:41][c:42]1[cH:43][cH:44][cH:45][cH:46][cH:47]1.[OH:48][C:49]([C:50]([F:51])([F:52])[F:53])=[O:54]>>[O:8]=[C:9]([CH:10]1[N:11]([C:24](=[O:25])[O:26][CH2:27][c:28]2[cH:29][cH:30][c:31]([N+:34](=[O:35])[O-:36])[cH:32][cH:33]2)[CH2:12][CH:13]([O:15][C:16]([c:17]2[cH:18][cH:19][cH:20][cH:21][cH:22]2)=[O:23])[CH2:14]1)[OH:37]. Starting materials: ClC1=CC2=C(C(NC3=NC=CC=C23)=O)C=C1 (9-Chloro-5H-benzo[c][1,8]naphthyridin-6-one), CN1C(CCC1)CCN (2-(1-methyl-pyrrolidin-2-yl)ethanamine). The product is CN1C(CCC1)CCNC1=CC2=C(C(NC3=NC=CC=C23)=O)C=C1 (9-(2-(1-Methylpyrrolidin-2-yl)ethylamino)benzo[c][1,8]naphthyridin-6(5H)-one). The yield is 25.2%. RXN SMILES: Cl[C:2]1[CH:16]=[CH:15][C:5]2[C:6](=[O:14])[NH:7][C:8]3[C:13]([C:4]=2[CH:3]=1)=[CH:12][CH:11]=[CH:10][N:9]=3.[CH3:17][N:18]1[CH2:22][CH2:21][CH2:20][CH:19]1[CH2:23][CH2:24][NH2:25]>>[CH3:17][N:18]1[CH2:22][CH2:21][CH2:20][CH:19]1[CH2:23][CH2:24][NH:25][C:2]1[CH:16]=[CH:15][C:5]2[C:6](=[O:14])[NH:7][C:8]3[C:13]([C:4]=2[CH:3]=1)=[CH:12][CH:11]=[CH:10][N:9]=3. Procedure details: The title compound was synthesized according to the procedure described for the preparation of Example 456 using 6 (100 mg, 0.43 mmol) and 2-(1-methyl-pyrrolidin-2-yl)ethanamine (0.25 mL, 1.73 mmol) to provide 475 (35 mg, 25% yield) as a white powder. LC-MS (M+H=322, obsd.=322). 1H NMR (400 MHz, DMSO-D6) δ 11.47 (s, 1H), 8.65 (d, J=8.1, 1H), 8.43 (d, J=4.7, 1H), 7.99 (d, J=8.8, 1H), 7.18 (m, 2H), 6.89 (d, J=8.8, 1H), 6.65 (s, 1H), 3.24 (s, 2H), 2.98 (m, 1H), 2.25 (d, J=1.4, 3H), 2.02 (m, 2H), 1.... The reactants are C1CCNCC1, Cc1cc(Cl)c2oc(-c3ccccc3)cc2n1, CN(C)C=O. Product: Cc1cc(N2CCCCC2)c2oc(-c3ccccc3)cc2n1. Reaction SMILES: [CH2:18]1[CH2:19][CH2:20][NH:21][CH2:22][CH2:23]1.[Cl:1][c:2]1[c:3]2[c:4]([n:5][c:6]([CH3:8])[cH:7]1)[cH:9][c:10](-[c:12]1[cH:13][cH:14][cH:15][cH:16][cH:17]1)[o:11]2.[O:24]=[CH:25][N:26]([CH3:27])[CH3:28]>>[c:2]1([N:21]2[CH2:20][CH2:19][CH2:18][CH2:23][CH2:22]2)[c:3]2[c:4]([n:5][c:6]([CH3:8])[cH:7]1)[cH:9][c:10](-[c:12]1[cH:13][cH:14][cH:15][cH:16][cH:17]1)[o:11]2. Reactants: CC(C)(C)N, CCCCCC=O, ClCCl, [Mg+2], O=S(=O)([O-])[O-]. Yields the product CCCCCC=NC(C)(C)C. RXN SMILES: [C:1]([CH3:2])([CH3:3])([CH3:4])[NH2:5].[CH:12]([CH2:13][CH2:14][CH2:15][CH2:16][CH3:17])=[O:18].[Cl:19][CH2:20][Cl:21].[Mg+2:6].[O-:7][S:8]([O-:9])(=[O:10])=[O:11]>>[C:1]([CH3:2])([CH3:3])([CH3:4])[N:5]=[CH:12][CH2:13][CH2:14][CH2:15][CH2:16][CH3:17]. The reactants are CC(C)(C)[Si](C)(C)Oc1cc(O[Si](C)(C)C(C)(C)C)nc(SCc2ccccn2)n1, [Li]CCCC, CI, CC(C)NC(C)C, C1CCOC1. Yields the product CC(Sc1nc(O[Si](C)(C)C(C)(C)C)cc(O[Si](C)(C)C(C)(C)C)n1)c1ccccn1. RXN SMILES: [C:13]([CH3:14])([CH3:15])([CH3:16])[Si:17]([O:18][c:19]1[n:20][c:21]([S:33][CH2:34][c:35]2[n:36][cH:37][cH:38][cH:39][cH:40]2)[n:22][c:23]([O:25][Si:26]([CH3:27])([CH3:28])[C:29]([CH3:30])([CH3:31])[CH3:32])[cH:24]1)([CH3:41])[CH3:42].[CH2:1]([Li:2])[CH2:3][CH2:4][CH3:5].[CH3:43][I:44].[CH:6]([NH:7][CH:8]([CH3:9])[CH3:10])([CH3:11])[CH3:12].[O:45]1[CH2:46][CH2:47][CH2:48][CH2:49]1>>[CH3:1][CH:34]([S:33][c:21]1[n:20][c:19]([O:18][Si:17]([C:13]([CH3:14])([CH3:15])[CH3:16])([CH3:41])[CH3:42])[cH:24][c:23]([O:25][Si:26]([CH3:27])([CH3:28])[C:29]([CH3:30])([CH3:31])[CH3:32])[n:22]1)[c:35]1[n:36][cH:37][cH:38][cH:39][cH:40]1. Reactants: C[Si](N[Si](C)(C)C)(C)C (1,1,1,3,3,3-hexamethyldisilazane), CCCCCC (hexane), C(CCC)[Li] (n-butyl lithium), C(C1=CC=CC=C1)N1C(=O)C(=O)C2=CC=CC=C12 (1-benzylisatin), C(C)(=O)OCC (ethyl acetate). Solvent: O (Water), O1CCCC1 (tetrahydrofuran), O1CCCC1 (tetrahydrofuran). Run at time 10 minute. Product: C(C1=CC=CC=C1)N1C(C(C2=CC=CC=C12)(O)CC(=O)OCC)=O ((RS)-1-Benzyl-3-(ethoxycarbonylmethyl)-3-hydroxyindolin-2-one). Yield: 81.0%. Reaction SMILES: C[Si](C)(C)N[Si](C)(C)C.CCCCCC.C([Li])CCC.[CH2:21]([N:28]1[C:38]2[C:33](=[CH:34][CH:35]=[CH:36][CH:37]=2)[C:31](=[O:32])[C:29]1=[O:30])[C:22]1[CH:27]=[CH:26][CH:25]=[CH:24][CH:23]=1.[C:39]([O:42][CH2:43][CH3:44])(=[O:41])[CH3:40]>O1CCCC1.O>[CH2:21]([N:28]1[C:38]2[C:33](=[CH:34][CH:35]=[CH:36][CH:37]=2)[C:31]([CH2:40][C:39]([O:42][CH2:43][CH3:44])=[O:41])([OH:32])[C:29]1=[O:30])[C:22]1[CH:27]=[CH:26][CH:25]=[CH:24][CH:23]=1. Reported procedure: To a solution of 2.4 ml of 1,1,1,3,3,3-hexamethyldisilazane in 10 ml of dry tetrahydrofuran was added dropwise 6.4 ml of a 1.59M hexane solution of n-butyl lithium at -78° C. under a nitrogen atmosphere, followed by stirring at that temperature for 10 minutes. To the mixture was slowly added 0.976 ml of ethyl acetate, followed by stirring at -78° C. for 30 minutes. To the mixture was further added a solution of 2.00 g of 1-benzylisatin in 10 ml of dry tetrahydrofuran, followed by stirring at tha...